This data is from the Open Reaction Database (ORD), a public repository of structured organic reaction records. The task is: describe an organic reaction: reactants, conditions, products, and yield The reactants are C1(CCC1)N1CCC=2C(CC1)=CNN2 (6-Cyclobutyl-2,4,5,6,7,8-hexahydropyrazolo[3,4-d]azepine), [H-].[Na+] (sodium hydride), BrCC1=CC=C(C#N)C=C1 (4-(bromomethyl)benzonitrile). Solvent: CO (methanol), CN(C=O)C (dimethylformamide). Conditions: temperature 70 celsius. Product: C1(CCC1)N1CCC=2C(CC1)=CN(N2)CC2=CC=C(C#N)C=C2 (4-[(6-Cyclobutyl-5,6,7,8-tetrahydropyrazolo[3,4-d]azepin-2(4H)-yl)methyl]benzonitrile). RXN SMILES: [CH:1]1([N:5]2[CH2:11][CH2:10][C:9]3=[CH:12][NH:13][N:14]=[C:8]3[CH2:7][CH2:6]2)[CH2:4][CH2:3][CH2:2]1.[H-].[Na+].Br[CH2:18][C:19]1[CH:26]=[CH:25][C:22]([C:23]#[N:24])=[CH:21][CH:20]=1>CN(C)C=O.CO>[CH:1]1([N:5]2[CH2:11][CH2:10][C:9]3=[CH:12][N:13]([CH2:18][C:19]4[CH:26]=[CH:25][C:22]([C:23]#[N:24])=[CH:21][CH:20]=4)[N:14]=[C:8]3[CH2:7][CH2:6]2)[CH2:2][CH2:3][CH2:4]1 |f:1.2|. Procedure: 6-Cyclobutyl-2,4,5,6,7,8-hexahydropyrazolo[3,4-d]azepine (may be prepared as described in Description 31) (0.03, 0.16 mmol) in dimethylformamide (2 ml) was treated with sodium hydride (60% dispersion in oil) (0.007 g, 0.172 mmol). After 20 minutes 4-(bromomethyl)benzonitrile (0.037 g, 0.172 mmol) was added and the mixture was then heated at 70° C. for 18 hours. The reaction was then cooled to room temperature, diluted with methanol and applied to a SCX ion exchange cartridge and washed with meth...